Dataset: the Open Reaction Database (ORD), a public repository of structured organic reaction records. Task: describe an organic reaction: reactants, conditions, products, and yield Starting materials: Cl (hydrochloric acid), NC1=C(C=C(C(=C1)OC)OC)C(C)=O (1-(2-Amino-4,5-dimethoxyphenyl)ethanone), Cl (HCl), N(=O)[O-].[Na+] (sodium nitrite). The solvent is O (water). Conditions: temperature 2 celsius, time 1 hour. Yields the product COC=1C=C2C(=CN=NC2=CC1OC)O (6,7-Dimethoxycinnolin-4-ol). RXN SMILES: [NH2:1][C:2]1[CH:7]=[C:6]([O:8][CH3:9])[C:5]([O:10][CH3:11])=[CH:4][C:3]=1[C:12](=[O:14])[CH3:13].Cl.[N:16]([O-])=O.[Na+]>O>[CH3:11][O:10][C:5]1[CH:4]=[C:3]2[C:2](=[CH:7][C:6]=1[O:8][CH3:9])[N:1]=[N:16][CH:13]=[C:12]2[OH:14] |f:2.3|. Reported procedure: 1-(2-Amino-4,5-dimethoxyphenyl)ethanone (105 g, 0.538 mol) was dissolved in concentrated HCl (2000 mL, 20 mol) at ambient temperature. The solution was then cooled to 0-4° C., and sodium nitrite (37.5 g, 0.543 mol) was added dropwise over 45 minutes as a solution in water (200 mL). The reaction mixture was stirred at 0-4° C. for one hour during which time it turned dark brown and became homogenous. The reaction mixture was then heated to 60-70° C. for four hours, and a yellow solid formed. After... Reactants: [OH-].[Na+] (sodium hydroxide), C(C)(C)(C)N1C=C(C=2C1=NC=CC2C(F)(F)F)C#N (1-tert-butyl-4-trifluoromethyl-1H-pyrrolo[2,3-b]pyridine-3-carbonitrile), C([O-])(O)=O.[Na+] (sodium bicarbonate). The solvent is S(O)(O)(=O)=O (sulfuric acid). Reaction conditions: temperature 120 celsius, time 20 hour. Yields the product FC(C1=C2C(=NC=C1)NC=C2)(F)F (4-trifluoromethyl-1H-pyrrolo[2,3-b]pyridine). Yield: 50.0%. RXN SMILES: C([N:5]1[C:9]2=[N:10][CH:11]=[CH:12][C:13]([C:14]([F:17])([F:16])[F:15])=[C:8]2[C:7](C#N)=[CH:6]1)(C)(C)C.[OH-].[Na+].C(=O)(O)[O-].[Na+]>S(=O)(=O)(O)O>[F:16][C:14]([F:15])([F:17])[C:13]1[CH:12]=[CH:11][N:10]=[C:9]2[NH:5][CH:6]=[CH:7][C:8]=12 |f:1.2,3.4|. Reported procedure: 1-tert-Butyl-4-trifluoromethyl-1H-pyrrolo[2,3-b]pyridine-3-carbonitrile (25, 1.071 g, 4.007 mmol) is dissolved in 10 mL of aqueous 60% sulfuric acid and stirred at 120° C. for 20 hours. The reaction is adjusted to pH ˜7 with sodium hydroxide and aqueous saturated sodium bicarbonate, then extracted with ethyl acetate. The organic layer is washed with water, then brine and dried with magnesium sulfate, filtered and the filtrate concentrated under vacuum. The resulting material is purified by silic... Starting materials: [Na+], CN(C)C=O, [OH-], O, O=C(NO)c1ccc(OCCN2C(=O)c3cccnc3Oc3ccccc32)cc1. Reaction SMILES: [Na+:31].[O:33]=[CH:34][N:35]([CH3:36])[CH3:37].[OH-:30].[OH2:32].[OH:1][NH:2][C:3](=[O:4])[c:5]1[cH:6][cH:7][c:8]([O:9][CH2:10][CH2:11][N:13]2[c:14]3[c:15]([cH:25][cH:26][cH:27][cH:28]3)[O:16][c:17]3[c:18]([cH:21][cH:22][cH:23][n:24]3)[C:19]2=[O:20])[cH:12][cH:29]1>>[NH:13]1[c:14]2[c:15]([cH:25][cH:26][cH:27][cH:28]2)[O:16][c:17]2[c:18]([cH:21][cH:22][cH:23][n:24]2)[C:19]1=[O:20]. Yields the product O=C1Nc2ccccc2Oc2ncccc21.